Dataset: the Open Reaction Database (ORD), a public repository of structured organic reaction records. Task: describe an organic reaction: reactants, conditions, products, and yield Yield: 93.6%. The product is ClC1=CC=C(C(=O)NC2(CC2)C(N[C@H]2C=3N(C4=C(CC2)C=CC=C4)C=CN3)=O)C=C1 (4-Chloro-N-[1-[[(4R)-5,6-dihydro-4H-imidazo[1,2-a][1]benzazepin-4-yl]carbamoyl]cyclopropyl]benzamide). Procedure details: Concentrate the ethanolic solution of (4R)-5,6-Dihydro-4H-imidazo[1,2-a][1]benzazepin-4-amine to dryness prior to use in the coupling reaction. Dissolve 15.0 g (4R)-5,6-Dihydro-4H-imidazo[1,2-a][1]benzazepin-4-amine and 18.03 g 1-[(4-Chlorobenzoyl)amino]cyclopropanecarboxylic acid in 120 ml of dichloromethane and 32 ml triethylamine. After cooling to −20° C., add 53.0 ml (1.2 eq.) of T3P within 40 minutes maintaining a temperature of −19° C. Allow the reaction to warm to room temperature over ni... Run at temperature -20 celsius. The reactants are C1=CN=C2N1C1=C(CC[C@H]2N)C=CC=C1 ((4R)-5,6-Dihydro-4H-imidazo[1,2-a][1]benzazepin-4-amine), ClC1=CC=C(C(=O)NC2(CC2)C(=O)O)C=C1 (1-[(4-Chlorobenzoyl)amino]cyclopropanecarboxylic acid), C(CC)P1(OP(OP(O1)(=O)CCC)(=O)CCC)=O (T3P). Solvent: ClCCl (dichloromethane), C(C)N(CC)CC (triethylamine). Reaction SMILES: [CH:1]1[N:5]2[C:6]3[CH:15]=[CH:14][CH:13]=[CH:12][C:7]=3[CH2:8][CH2:9][C@@H:10]([NH2:11])[C:4]2=[N:3][CH:2]=1.[Cl:16][C:17]1[CH:31]=[CH:30][C:20]([C:21]([NH:23][C:24]2([C:27](O)=[O:28])[CH2:26][CH2:25]2)=[O:22])=[CH:19][CH:18]=1.C(P1(=O)OP(CCC)(=O)OP(CCC)(=O)O1)CC>ClCCl.C(N(CC)CC)C>[Cl:16][C:17]1[CH:31]=[CH:30][C:20]([C:21]([NH:23][C:24]2([C:27](=[O:28])[NH:11][C@@H:10]3[CH2:9][CH2:8][C:7]4[CH:12]=[CH:13][CH:14]=[CH:15][C:6]=4[N:5]4[CH:1]=[CH:2][N:3]=[C:4]34)[CH2:25][CH2:26]2)=[O:22])=[CH:19][CH:18]=1. The reactants are C, O=C(NC(CN1CCOCC1)C(O)c1ccccc1)OCc1ccccc1, CO, O=C[O-], [NH4+], [Pd]. Product: NC(CN1CCOCC1)C(O)c1ccccc1. As a reaction SMILES: [C:34].[CH2:1]([O:2][C:3](=[O:4])[NH:11][CH:12]([CH:13]([OH:14])[c:15]1[cH:16][cH:17][cH:18][cH:19][cH:20]1)[CH2:21][N:22]1[CH2:23][CH2:24][O:25][CH2:26][CH2:27]1)[c:5]1[cH:6][cH:7][cH:8][cH:9][cH:10]1.[CH3:32][OH:33].[CH:28]([O-:29])=[O:30].[NH4+:31].[Pd:35]>>[NH2:11][CH:12]([CH:13]([OH:14])[c:15]1[cH:16][cH:17][cH:18][cH:19][cH:20]1)[CH2:21][N:22]1[CH2:23][CH2:24][O:25][CH2:26][CH2:27]1. The reactants are CC(C)(C)OC(=O)Nc1cnc2[nH]c(C(=CC3CCCC3)c3ccc(S(C)(=O)=O)cc3)cc2c1, CO. Yields the product CC(C)(C)OC(=O)Nc1cnc2[nH]c(C(CC3CCCC3)c3ccc(S(C)(=O)=O)cc3)cc2c1. As a reaction SMILES: [C:1]([CH3:2])([CH3:3])([CH3:4])[O:5][C:6]([NH:7][c:8]1[cH:9][c:10]2[c:11]([n:12][cH:13]1)[nH:14][c:15]([C:17](=[CH:18][CH:19]1[CH2:20][CH2:21][CH2:22][CH2:23]1)[c:24]1[cH:25][cH:26][c:27]([S:30](=[O:31])(=[O:32])[CH3:33])[cH:28][cH:29]1)[cH:16]2)=[O:34].[CH3:35][OH:36]>>[C:1]([CH3:2])([CH3:3])([CH3:4])[O:5][C:6]([NH:7][c:8]1[cH:9][c:10]2[c:11]([n:12][cH:13]1)[nH:14][c:15]([CH:17]([CH2:18][CH:19]1[CH2:20][CH2:21][CH2:22][CH2:23]1)[c:24]1[cH:25][cH:26][c:27]([S:30](=[O:31])(=[O:32])[CH3:33])[cH:28][cH:29]1)[cH:16]2)=[O:34]. The reactants are CC(C)(C)OC(=O)N1CCCC1CNC(=O)CCl, ClCCl, O=C(O)C(F)(F)F, [Na+], [Na+], O=C([O-])[O-]. The product is O=C1CN2CCCC2CN1. As a reaction SMILES: [Cl:1][CH2:2][C:3](=[O:4])[NH:5][CH2:6][CH:7]1[N:8]([C:12]([O:13][C:14]([CH3:15])([CH3:16])[CH3:17])=[O:18])[CH2:9][CH2:10][CH2:11]1.[Cl:32][CH2:33][Cl:34].[F:19][C:20]([F:21])([F:22])[C:23]([OH:24])=[O:25].[Na+:26].[Na+:27].[O-:28][C:29](=[O:30])[O-:31]>>[C:3]1(=[O:4])[NH:5][CH2:6][CH:7]2[N:8]([CH2:9][CH2:10][CH2:11]2)[CH2:12]1. Reactants: ClC=1C=C(CN)C=CC1Cl (3,4-dichlorobenzylamine), ClC=1C2=C(N=C(N1)C1=NC=CN=C1)SC=C2C (4-chloro-2-(pyrazin-2-yl)-5-methyl-thieno-[2,3-d]-pyrimidine). The product is N1=C(C=NC=C1)C=1N=C(C2=C(N1)SC=C2C)NCC2=CC(=C(C=C2)Cl)Cl (2-(pyrazin-2-yl)-4-(3,4-dichlorobenzylamino)-5-methyl-thieno-[2,3-d]-pyrimidine). Reaction SMILES: [Cl:1][C:2]1[CH:3]=[C:4]([CH:7]=[CH:8][C:9]=1[Cl:10])[CH2:5][NH2:6].Cl[C:12]1[C:13]2[C:26]([CH3:27])=[CH:25][S:24][C:14]=2[N:15]=[C:16]([C:18]2[CH:23]=[N:22][CH:21]=[CH:20][N:19]=2)[N:17]=1>>[N:19]1[CH:20]=[CH:21][N:22]=[CH:23][C:18]=1[C:16]1[N:17]=[C:12]([NH:6][CH2:5][C:4]2[CH:7]=[CH:8][C:9]([Cl:10])=[C:2]([Cl:1])[CH:3]=2)[C:13]2[C:26]([CH3:27])=[CH:25][S:24][C:14]=2[N:15]=1. Procedure: With the procedure of Example 1, the reaction of 3,4-dichlorobenzylamine with 4-chloro-2-(pyrazin-2-yl)-5-methyl-thieno-[2,3-d]-pyrimidine yields 2-(pyrazin-2-yl)-4-(3,4-dichlorobenzylamino)-5-methyl-thieno-[2,3-d]-pyrimidine. The reactants are C1(=CC=C(C=C1)S(=O)(=O)N1CCN(CCNCC1)S(=O)(=O)C1=CC=C(C=C1)C)C (N,N′-bis(p-toluenesulfonyl)-1,4,7-triazacyclononane), ICCCI (1,3-diiodopropane), C([O-])([O-])=O.[K+].[K+] (potassium carbonate), C1(=CC=C(C=C1)S(=O)(=O)Cl)C (p-toluenesulfonyl chloride). The solvent is C(C)#N (acetonitrile). Product: C1(=CC=C(C=C1)S(=O)(=O)N1CCN(CCNCC1)S(=O)(=O)C1=CC=C(C=C1)C)C (N,N′-bis(p-toluenesulfonyl)-1,4,7-triazacyclononane), CCC.C1(=CC=C(C=C1)S(=O)(=O)N1CCN(CCNCC1)S(=O)(=O)C1=CC=C(C=C1)C)C (N,N′-bis(p-toluenesulfonyl)-1,4,7-triazacyclononane propane). RXN SMILES: [C:1]1(C)[CH:6]=CC(S(Cl)(=O)=O)=C[CH:2]=1.[C:12]1([CH3:40])[CH:17]=[CH:16][C:15]([S:18]([N:21]2[CH2:29][CH2:28][NH:27][CH2:26][CH2:25][N:24]([S:30]([C:33]3[CH:38]=[CH:37][C:36]([CH3:39])=[CH:35][CH:34]=3)(=[O:32])=[O:31])[CH2:23][CH2:22]2)(=[O:20])=[O:19])=[CH:14][CH:13]=1.ICCCI.C(=O)([O-])[O-].[K+].[K+]>C(#N)C>[C:12]1([CH3:40])[CH:17]=[CH:16][C:15]([S:18]([N:21]2[CH2:29][CH2:28][NH:27][CH2:26][CH2:25][N:24]([S:30]([C:33]3[CH:38]=[CH:37][C:36]([CH3:39])=[CH:35][CH:34]=3)(=[O:31])=[O:32])[CH2:23][CH2:22]2)(=[O:20])=[O:19])=[CH:14][CH:13]=1.[CH3:2][CH2:1][CH3:6].[C:12]1([CH3:40])[CH:17]=[CH:16][C:15]([S:18]([N:21]2[CH2:29][CH2:28][NH:27][CH2:26][CH2:25][N:24]([S:30]([C:33]3[CH:38]=[CH:37][C:36]([CH3:39])=[CH:35][CH:34]=3)(=[O:31])=[O:32])[CH2:23][CH2:22]2)(=[O:20])=[O:19])=[CH:14][CH:13]=1 |f:3.4.5,8.9|. Procedure details: N,N′-bis(p-toluenesulfonyl)-1,4,7-triazacyclononane(1.1.20) was prepared by reacting(1.1.3) with two equivalents of p-toluenesulfonyl chloride. Two equivalents of N,N′-bis(p-toluenesulfonyl)-1,4,7-triazacyclononane(1.1.20) hydrobromide were reacted with one equivalent of 1,3-diiodopropane in acetonitrile with excess potassium carbonate. 1,3-Bis[N,N′-bis(p-toluenesulfonyl)-1,4,7-triazacyclononane propane(1.1.21) was isolated and purified by chromatography. The p-toluenesulfonyl groups were remove... Starting materials: COC(COC1=C2C(=C(C(=NC2=C(C=C1)Cl)C)CC1=CC=C(C=C1)Cl)C)=O ([8-chloro-3-(4-chlorobenzyl)-2,4-dimethylquinolin-5-yloxy]acetic acid methyl ester), [OH-].[Li+] (lithium hydroxide). Solvent: C(C)#N (acetonitrile). The product is N (ammonia), ClC=1C=CC(=C2C(=C(C(=NC12)C)CC1=CC=C(C=C1)Cl)C)OCC(=O)O ([8-chloro-3-(4-chlorobenzyl)-2,4-dimethylquinolin-5-yloxy]acetic Acid). RXN SMILES: C[O:2][C:3](=[O:27])[CH2:4][O:5][C:6]1[CH:15]=[CH:14][C:13]([Cl:16])=[C:12]2[C:7]=1[C:8]([CH3:26])=[C:9]([CH2:18][C:19]1[CH:24]=[CH:23][C:22]([Cl:25])=[CH:21][CH:20]=1)[C:10]([CH3:17])=[N:11]2.[OH-].[Li+]>C(#N)C>[NH3:11].[Cl:16][C:13]1[CH:14]=[CH:15][C:6]([O:5][CH2:4][C:3]([OH:27])=[O:2])=[C:7]2[C:12]=1[N:11]=[C:10]([CH3:17])[C:9]([CH2:18][C:19]1[CH:24]=[CH:23][C:22]([Cl:25])=[CH:21][CH:20]=1)=[C:8]2[CH3:26] |f:1.2|. Procedure: A solution of [8-chloro-3-(4-chlorobenzyl)-2,4-dimethylquinolin-5-yloxy]acetic acid methyl ester (0.11 g), acetonitrile (2.0 mL) and 4.0 M aqueous lithium hydroxide solution (2.0 mL) was stirred at room temperature for 1 hour. The acetonitrile was removed under reduced pressure and the pH of the residue adjusted to 5 by the addition of saturated aqueous sodium dihydrogenphosphate solution. The resulting mixture was extracted with ethyl acetate and the combined extracts dried over magnesium sulfa... The reactants are [Cl-].[Al+3].[Cl-].[Cl-] (aluminum chloride), CC1=C(NC(=C1)C)C=O (3,5-dimethylpyrrol-2-carboxaldehyde), ClCC(=O)Cl (chloroacetyl chloride). Solvent: ClCCCl (1,2-dichloroethane). Reaction conditions: time 15 minute. Yields the product ClCC(=O)C=1C(=C(NC1C)C=O)C (4-(2-Chloroacetyl)-3,5-dimethylpyrrole-2-carboxaldehyde). Isolated yield 57.0%. As a reaction SMILES: [Cl-].[Al+3].[Cl-].[Cl-].[CH3:5][C:6]1[CH:10]=[C:9]([CH3:11])[NH:8][C:7]=1[CH:12]=[O:13].[Cl:14][CH2:15][C:16](Cl)=[O:17]>ClCCCl>[Cl:14][CH2:15][C:16]([C:10]1[C:6]([CH3:5])=[C:7]([CH:12]=[O:13])[NH:8][C:9]=1[CH3:11])=[O:17] |f:0.1.2.3|. Procedure: Anhydrous aluminum chloride (42 g, 315 mmol) was added portionwise over 30 min to a room temperature solution of 3,5-dimethylpyrrol-2-carboxaldehyde (5 g, 40 mmol) in 1,2-dichloroethane (50 ml) under nitrogen. After stirring for 15 min, chloroacetyl chloride (17 g, 150 mmol) was added dropwise over 1 h. After addition was complete, the mixture was stirred at room temperature for 16 h. The mixture was poured onto crushed ice and the organic layer separated, dried over anhydrous sodium sulfate, an... Starting materials: ClC1=C(C=C(N)C=C1)C (4-chloro-3-methylaniline), BrC1=C(C=C(C(=C1)C)C)N(C(=O)C1CCN(CC1)C(=O)OC(C)(C)C)C(C)C (tert-butyl 4-{[(2-bromo-4,5-dimethylphenyl)(isopropyl)-amino]carbonyl}piperidine-1-carboxylate). The product is BrC1=C(C=C(C(=C1)Cl)C)NC(=O)C1CCN(CC1)C(=O)OC(C)(C)C (tert-butyl 4-{[(2-bromo-4-chloro-5-methylphenyl)amino]carbonyl}piperidine-1-carboxylate). RXN SMILES: [Cl:1]C1C=CC(N)=CC=1C.[Br:10][C:11]1[CH:16]=[C:15](C)[C:14]([CH3:18])=[CH:13][C:12]=1[N:19](C(C)C)[C:20]([CH:22]1[CH2:27][CH2:26][N:25]([C:28]([O:30][C:31]([CH3:34])([CH3:33])[CH3:32])=[O:29])[CH2:24][CH2:23]1)=[O:21]>>[Br:10][C:11]1[CH:16]=[C:15]([Cl:1])[C:14]([CH3:18])=[CH:13][C:12]=1[NH:19][C:20]([CH:22]1[CH2:27][CH2:26][N:25]([C:28]([O:30][C:31]([CH3:34])([CH3:33])[CH3:32])=[O:29])[CH2:24][CH2:23]1)=[O:21]. Procedure: Tert-butyl 4-{[(2-bromo-4-chloro-5-methylphenyl)amino]carbonyl}-piperidine-1-carboxylate 2-5 was prepared from 4-chloro-3-methylaniline 2-1 following a similar procedure to that described for 4-{[(2-bromo-4,5 dimethylphenyl)(isopropyl)amino]carbonyl}piperidine-1-carboxylate 1-12. Starting materials: C(#N)C=1CN(CCC1)C (3-cyano-1-methyl-1,2,5,6-tetrahydropyridine), C1(=CC=CC=C1)S (thiophenol), N1=CC=CC=C1 (pyridine). Run in O1CCOCC1 (dioxan). Conditions: time 1 hour. Yields the product CN1CC(C#N)C(CC1)SC1=CC=CC=C1 (1-Methyl-4-phenylmercaptonipecotonitrile). Reaction SMILES: [C:1]([C:3]1[CH2:4][N:5]([CH3:9])[CH2:6][CH2:7][CH:8]=1)#[N:2].[C:10]1([SH:16])[CH:15]=[CH:14][CH:13]=[CH:12][CH:11]=1.N1C=CC=CC=1>O1CCOCC1>[CH3:9][N:5]1[CH2:6][CH2:7][CH:8]([S:16][C:10]2[CH:15]=[CH:14][CH:13]=[CH:12][CH:11]=2)[CH:3]([C:1]#[N:2])[CH2:4]1. Procedure details: A mixture of 3-cyano-1-methyl-1,2,5,6-tetrahydropyridine (6.1 g 0.05 m.) thiophenol (5.50 g., 0.05 m.) and pyridine (1 ml.) was stirred at room temperature for 1 hour, diluted with dioxan (7 ml.) and heated at 110° with stirring for 24 hours. The solvent was removed in vacuo and the residual brown oil diluted with benzene (100 ml.) washed with N/1 hydrochloric acid (3 × 25 ml.) and the combined washings made basic, with 2N sodium hydroxide and extracted into benzene (3 × 25 ml). The combined ext...